describe an organic reaction: reactants, conditions, products, and yield From a dataset of the Open Reaction Database (ORD), a public repository of structured organic reaction records. The yield is 40.0%. As a reaction SMILES: CN([CH:4]=[O:5])C.P(Cl)(Cl)(Cl)=[O:7].[CH2:11]([N:13]1[C:25]2[CH:24]=[CH:23]C=[CH:21][C:20]=2[C:19]2[C:14]1=[CH:15][CH:16]=[CH:17][CH:18]=2)[CH3:12].Cl[CH2:27][CH2:28]Cl>>[CH2:11]([N:13]1[C:14]2[CH:15]=[CH:16][C:17]([CH:4]=[O:5])=[CH:18][C:19]=2[C:20]2[C:25]1=[CH:24][CH:23]=[C:27]([CH:28]=[O:7])[CH:21]=2)[CH3:12]. Procedure: 109 g of DMF was cooled down to 0° C., and 228 g of phosphorous oxychloride was slowly dropped therein. The resultant was heated up to room temperature, and then 30 g of N-ethylcarbazole and 75 ml of 1,2-dichloroethane were dropped therein. The reaction of the mixture was carried out at 90° C. for 20 hours, thereafter the solution was cooled down to room temperature. The solution was poured into 1.5 l of ice water, and extracted with chloroform, dried with anhydrous MgSO4, and was separated with... Starting materials: CN(C)C=O (DMF), ice water, P(=O)(Cl)(Cl)Cl (phosphorous oxychloride), C(C)N1C2=CC=CC=C2C=2C=CC=CC12 (N-ethylcarbazole), ClCCCl (1,2-dichloroethane). Conditions: time 20 hour. Product: C(C)N1C2=CC=C(C=C2C=2C=C(C=CC12)C=O)C=O (N-ethyl-3,6-diformyl-carbazole).